From a dataset of the Open Reaction Database (ORD), a public repository of structured organic reaction records. describe an organic reaction: reactants, conditions, products, and yield Starting materials: O=C([O-])[O-], CCOC(=O)c1cnc(Cl)c2c(CBr)csc12, C1CCOC1, Cc1ccc([N+](=O)[O-])cc1O, [K+], [K+], CN(C)C=O, O. Product: CCOC(=O)c1cnc(Cl)c2c(COc3cc([N+](=O)[O-])ccc3C)csc12. RXN SMILES: [C:12](=[O:13])([O-:14])[O-:15].[CH2:18]([CH3:19])[O:20][C:21](=[O:22])[c:23]1[c:24]2[c:25]([c:26]([Cl:29])[n:27][cH:28]1)[c:30]([CH2:33][Br:34])[cH:31][s:32]2.[CH2:35]1[O:36][CH2:37][CH2:38][CH2:39]1.[CH3:1][c:2]1[c:3]([OH:11])[cH:4][c:5]([N+:8](=[O:9])[O-:10])[cH:6][cH:7]1.[K+:16].[K+:17].[O:40]=[CH:41][N:42]([CH3:43])[CH3:44].[OH2:45]>>[CH3:1][c:2]1[c:3]([O:11][CH2:33][c:30]2[c:25]3[c:24]([c:23]([C:21]([O:20][CH2:18][CH3:19])=[O:22])[cH:28][n:27][c:26]3[Cl:29])[s:32][cH:31]2)[cH:4][c:5]([N+:8](=[O:9])[O-:10])[cH:6][cH:7]1. Starting materials: Cc1cc(C)cc(-c2[nH]c3ccc(C(C)(C)C(=O)N4C5CCC4CC5)cc3c2C(C)CNS(=O)(=O)c2ccc([N+](=O)[O-])cc2[N+](=O)[O-])c1, OCCN1CCOCC1, CCOC(=O)N=NC(=O)OCC, c1ccc(P(c2ccccc2)c2ccccc2)cc1. The product is Cc1cc(C)cc(-c2[nH]c3ccc(C(C)(C)C(=O)N4C5CCC4CC5)cc3c2C(C)CNCCN2CCOCC2)c1. RXN SMILES: [CH:1]12[CH2:2][CH2:3][CH:4]([CH2:5][CH2:6]1)[N:7]2[C:8]([C:9]([CH3:10])([CH3:11])[c:12]1[cH:13][c:14]2[c:15]([CH:29]([CH2:30][NH:31][S:32]([c:33]3[cH:34][cH:35][c:36]([N+:37]([O-:38])=[O:39])[cH:40][c:41]3[N+:42]([O-:43])=[O:44])(=[O:45])=[O:46])[CH3:47])[c:16](-[c:21]3[cH:22][c:23]([CH3:28])[cH:24][c:25]([CH3:27])[cH:26]3)[nH:17][c:18]2[cH:19][cH:20]1)=[O:48].[O:49]1[CH2:50][CH2:51][N:52]([CH2:55][CH2:56][OH:57])[CH2:53][CH2:54]1.[O:77]=[C:78]([O:79][CH2:80][CH3:81])[N:82]=[N:83][C:84]([O:85][CH2:86][CH3:87])=[O:88].[c:58]1([P:59]([c:60]2[cH:61][cH:62][cH:63][cH:64][cH:65]2)[c:66]2[cH:67][cH:68][cH:69][cH:70][cH:71]2)[cH:72][cH:73][cH:74][cH:75][cH:76]1>>[CH:1]12[CH2:2][CH2:3][CH:4]([CH2:5][CH2:6]1)[N:7]2[C:8]([C:9]([CH3:10])([CH3:11])[c:12]1[cH:13][c:14]2[c:15]([CH:29]([CH2:30][NH:31][CH2:56][CH2:55][N:52]3[CH2:51][CH2:50][O:49][CH2:54][CH2:53]3)[CH3:47])[c:16](-[c:21]3[cH:22][c:23]([CH3:28])[cH:24][c:25]([CH3:27])[cH:26]3)[nH:17][c:18]2[cH:19][cH:20]1)=[O:48]. Starting materials: BrC1=C(C=CC=C1)[C@H]1[C@@H](CC(CC1)(F)F)C(=O)NC1(CC1)C#N ((1R,2R)-2-(2-Bromophenyl)-N-(1-cyanocyclopropyl)-5,5-difluorocyclohexanecarboxamide), CSC1=CC=C(C=C1)B(O)O (4-(methylthio) benzeneboronic acid), C(Cl)Cl (CH2Cl2), C(=O)([O-])[O-].[Na+].[Na+] (Na2CO3). The reagents and catalysts are C1=CC=C(C=C1)P([C-]2C=CC=C2)C3=CC=CC=C3.C1=CC=C(C=C1)P([C-]2C=CC=C2)C3=CC=CC=C3.Cl[Pd]Cl.[Fe+2] (PdCl2(dppf)). Run in CN(C=O)C (N,N-dimethylformamide). Conditions: time 17 hour. Product: C(#N)C1(CC1)NC(=O)[C@H]1[C@@H](CCC(C1)(F)F)C1=C(C=CC=C1)C1=CC=C(C=C1)SC ((1R,2R)-N-(1-Cyanocyclopropyl)-5,5-Difluoro-2-[4′-(Methylthio)-1,1′-Biphenyl-2-yl]Cyclohexanecarboxamide). RXN SMILES: Br[C:2]1[CH:7]=[CH:6][CH:5]=[CH:4][C:3]=1[C@@H:8]1[CH2:13][CH2:12][C:11]([F:15])([F:14])[CH2:10][C@H:9]1[C:16]([NH:18][C:19]1([C:22]#[N:23])[CH2:21][CH2:20]1)=[O:17].[CH3:24][S:25][C:26]1[CH:31]=[CH:30][C:29](B(O)O)=[CH:28][CH:27]=1.C(Cl)Cl.C([O-])([O-])=O.[Na+].[Na+]>CN(C)C=O.C1C=CC(P(C2C=CC=CC=2)[C-]2C=CC=C2)=CC=1.C1C=CC(P(C2C=CC=CC=2)[C-]2C=CC=C2)=CC=1.Cl[Pd]Cl.[Fe+2]>[C:22]([C:19]1([NH:18][C:16]([C@@H:9]2[CH2:10][C:11]([F:15])([F:14])[CH2:12][CH2:13][C@H:8]2[C:3]2[CH:4]=[CH:5][CH:6]=[CH:7][C:2]=2[C:29]2[CH:30]=[CH:31][C:26]([S:25][CH3:24])=[CH:27][CH:28]=2)=[O:17])[CH2:21][CH2:20]1)#[N:23] |f:3.4.5,7.8.9.10|. Reported procedure: (1R,2R)-2-(2-Bromophenyl)-N-(1-cyanocyclopropyl)-5,5-difluorocyclohexanecarboxamide (518 mg, 1.35 mmol), 4-(methylthio) benzeneboronic acid (285 mg, 1.70 mmol), PdCl2(dppf).CH2Cl2 (61 mg, 0.075 mmol) and 2.0 M Na2CO3 aqueous solution (1.02 mL, 2.04 mmol) were heated at 85° C. in N,N-dimethylformamide (4.0 mL) under a nitrogen atmosphere. After 17 hours at this temperature, the reaction mixture was cooled to room temperature and partitioned between ethyl acetate and water and the layers separated... The reactants are C(C1=CC=CC=C1)OC=1C=C2CCCC(C2=CC1)C(=O)O (6-benzyloxy-1,2,3,4-tetrahydronaphthalene-1-carboxylic acid), CN(C1=CC=C(C=C1)CNC1=CC=C(C=C1)C(C)C)C ([(4-dimethylaminophenyl)methyl](4-isopropylphenyl)amine). Yields the product C(C1=CC=CC=C1)OC=1C=C2CCCC(C2=CC1)C(=O)N(C1=CC=C(C=C1)C(C)C)CC1=CC=C(C=C1)N(C)C (6-benzyloxy-N-[(4-dimethylaminophenyl)methyl]-N-(4-isopropylphenyl)-1,2,3,4-tetrahydronaphthalene-1-carboxamide). Isolated yield 11.1%. RXN SMILES: [CH2:1]([O:8][C:9]1[CH:10]=[C:11]2[C:16](=[CH:17][CH:18]=1)[CH:15]([C:19](O)=[O:20])[CH2:14][CH2:13][CH2:12]2)[C:2]1[CH:7]=[CH:6][CH:5]=[CH:4][CH:3]=1.[CH3:22][N:23]([CH3:41])[C:24]1[CH:29]=[CH:28][C:27]([CH2:30][NH:31][C:32]2[CH:37]=[CH:36][C:35]([CH:38]([CH3:40])[CH3:39])=[CH:34][CH:33]=2)=[CH:26][CH:25]=1>>[CH2:1]([O:8][C:9]1[CH:10]=[C:11]2[C:16](=[CH:17][CH:18]=1)[CH:15]([C:19]([N:31]([CH2:30][C:27]1[CH:26]=[CH:25][C:24]([N:23]([CH3:41])[CH3:22])=[CH:29][CH:28]=1)[C:32]1[CH:37]=[CH:36][C:35]([CH:38]([CH3:39])[CH3:40])=[CH:34][CH:33]=1)=[O:20])[CH2:14][CH2:13][CH2:12]2)[C:2]1[CH:3]=[CH:4][CH:5]=[CH:6][CH:7]=1. Reported procedure: By the reaction and treatment in the same manner as in Example 1 using 6-benzyloxy-1,2,3,4-tetrahydronaphthalene-1-carboxylic acid (1.1 g) and [(4-dimethylaminophenyl)methyl](4-isopropylphenyl)amine (1.05 g) as starting materials, 6-benzyloxy-N-[(4-dimethylaminophenyl)methyl]-N-(4-isopropylphenyl)-1,2,3,4-tetrahydronaphthalene-1-carboxamide (0.23 g) was obtained. melting point: 107-109° C. Starting materials: COC1=C(C(=O)OC)C=CC(=C1)C=C(C)C (methyl 2-methoxy-4-(2-methyl-1propenyl)benzoate), aqueous solution, [OH-].[Na+] (sodium hydroxide), C(C)(=O)OCC (ethyl acetate), Cl (hydrochloric acid). Solvent: CO (methanol), O1CCOCC1 (1,4-dioxane). Reaction conditions: temperature 50 celsius, time 3 hour. Product: COC1=C(C(=O)O)C=CC(=C1)C=C(C)C (2-methoxy-4-(2-methyl-1propenyl)benzoic acid). Isolated yield 85.2%. Reaction SMILES: [CH3:1][O:2][C:3]1[CH:12]=[C:11]([CH:13]=[C:14]([CH3:16])[CH3:15])[CH:10]=[CH:9][C:4]=1[C:5]([O:7]C)=[O:6].[OH-].[Na+].C(OCC)(=O)C.Cl>CO.O1CCOCC1>[CH3:1][O:2][C:3]1[CH:12]=[C:11]([CH:13]=[C:14]([CH3:16])[CH3:15])[CH:10]=[CH:9][C:4]=1[C:5]([OH:7])=[O:6] |f:1.2|. Procedure: To a solution of methyl 2-methoxy-4-(2-methyl-1propenyl)benzoate (178 mg) in methanol (3 ml) and 1,4-dioxane (3 ml) was added 1N aqueous solution of sodium hydroxide (2 ml). The mixture was stirred at 50° C. for 3 hours, and then poured into a mixture of ethyl acetate and 0.5N hydrochloric acid. The organic layer was separated, washed with water and brine, dried over magnesium sulfate. Evaporation of the solvent gave 2-methoxy-4-(2-methyl-1propenyl)benzoic acid (142 mg) as solid. The reactants are NC(=O)CCC(=O)NBr, O=C([O-])[O-], CC(=O)O, CS(C)=O, [K+], [K+], Cc1cnc(N)c(Br)c1, OB(O)c1ccccc1, Cl[Pd]Cl, c1ccc(P(c2ccccc2)c2ccccc2)cc1, c1ccc(P(c2ccccc2)c2ccccc2)cc1. The product is Cc1cnc(N)c(-c2ccccc2)c1. RXN SMILES: [Br:1][NH:2][C:3](=[O:4])[CH2:5][CH2:6][C:7]([NH2:8])=[O:9].[C:28](=[O:29])([O-:30])[O-:31].[CH3:34][C:35](=[O:36])[OH:37].[CH3:38][S:39]([CH3:40])=[O:41].[K+:32].[K+:33].[NH2:10][c:11]1[n:12][cH:13][c:14]([CH3:18])[cH:15][c:16]1[Br:17].[OH:19][B:20]([OH:21])[c:22]1[cH:23][cH:24][cH:25][cH:26][cH:27]1.[Pd:42]([Cl:43])[Cl:44].[c:45]1([P:46]([c:47]2[cH:48][cH:49][cH:50][cH:51][cH:52]2)[c:53]2[cH:54][cH:55][cH:56][cH:57][cH:58]2)[cH:59][cH:60][cH:61][cH:62][cH:63]1.[c:64]1([P:65]([c:66]2[cH:67][cH:68][cH:69][cH:70][cH:71]2)[c:72]2[cH:73][cH:74][cH:75][cH:76][cH:77]2)[cH:78][cH:79][cH:80][cH:81][cH:82]1>>[NH2:10][c:11]1[n:12][cH:13][c:14]([CH3:18])[cH:15][c:16]1-[c:22]1[cH:23][cH:24][cH:25][cH:26][cH:27]1. Starting materials: CCOC(=O)COc1ccc(Sc2cc(O)cc(C#Cc3ccccc3)c2)cc1C, CCCCP(CCCC)CCCC, C1CCOC1, O=C(N=NC(=O)N1CCCCC1)N1CCCCC1, OCCCN1CCOCC1. The product is CCOC(=O)COc1ccc(Sc2cc(C#Cc3ccccc3)cc(OCCCN3CCOCC3)c2)cc1C. As a reaction SMILES: [CH2:1]([CH3:2])[O:3][C:4]([CH2:5][O:6][c:7]1[c:8]([CH3:29])[cH:9][c:10]([S:13][c:14]2[cH:15][c:16]([OH:28])[cH:17][c:18]([C:20]#[C:21][c:22]3[cH:23][cH:24][cH:25][cH:26][cH:27]3)[cH:19]2)[cH:11][cH:12]1)=[O:30].[CH2:41]([P:42]([CH2:43][CH2:44][CH2:45][CH3:46])[CH2:47][CH2:48][CH2:49][CH3:50])[CH2:51][CH2:52][CH3:53].[CH2:72]1[O:73][CH2:74][CH2:75][CH2:76]1.[N:54]([C:55]([N:56]1[CH2:57][CH2:58][CH2:59][CH2:60][CH2:61]1)=[O:62])=[N:63][C:64]([N:65]1[CH2:66][CH2:67][CH2:68][CH2:69][CH2:70]1)=[O:71].[O:31]1[CH2:32][CH2:33][N:34]([CH2:37][CH2:38][CH2:39][OH:40])[CH2:35][CH2:36]1>>[CH2:1]([CH3:2])[O:3][C:4]([CH2:5][O:6][c:7]1[c:8]([CH3:29])[cH:9][c:10]([S:13][c:14]2[cH:15][c:16]([O:28][CH2:39][CH2:38][CH2:37][N:34]3[CH2:33][CH2:32][O:31][CH2:36][CH2:35]3)[cH:17][c:18]([C:20]#[C:21][c:22]3[cH:23][cH:24][cH:25][cH:26][cH:27]3)[cH:19]2)[cH:11][cH:12]1)=[O:30].